From a dataset of the Open Reaction Database (ORD), a public repository of structured organic reaction records. describe an organic reaction: reactants, conditions, products, and yield Starting materials: C1CCOC1 (THF), CO (MeOH), C1(CC1)N(C(C(CNC(OC(C)(C)C)=O)CC1=CC=C(C=C1)OCCOC1=C(C=C(C=C1Cl)C)Cl)=O)CC1=CC(=NC(=C1)OCCCSC)CCCOC (tert-Butyl (3-[cyclopropyl({2-(3-methoxypropyl)-6-[3-(methylthio)propoxy]pyridin-4-yl]methyl)amino]-2-{4-[2-(2,6-dichloro-4-methylphenoxy)ethoxy]benzyl}-3-oxopropyl)carbamate), OOS(=O)[O-].[K+] (Oxone), resulting solution. The solvent is O (water). Run at time 2 hour. Product: C1(CC1)N(C(C(CNC(OC(C)(C)C)=O)CC1=CC=C(C=C1)OCCOC1=C(C=C(C=C1Cl)C)Cl)=O)CC1=CC(=NC(=C1)OCCCS(=O)(=O)C)CCCOC (tert-Butyl (3-[cyclopropyl({2-(3-methoxypropyl)-6-[3-(methylsulfonyl)propoxy]pyridin-4-yl]methyl)amino]-2-{4-[2-(2,6-dichloro-4-methylphenoxy)ethoxy]benzyl}-3-oxopropyl)carbamate). RXN SMILES: [CH2:1]1COCC1.CO.[CH:8]1([N:11]([CH2:44][C:45]2[CH:50]=[C:49]([O:51][CH2:52][CH2:53][CH2:54]SC)[N:48]=[C:47]([CH2:57][CH2:58][CH2:59][O:60][CH3:61])[CH:46]=2)[C:12](=[O:43])[CH:13]([CH2:23][C:24]2[CH:29]=[CH:28][C:27]([O:30][CH2:31][CH2:32][O:33][C:34]3[C:39]([Cl:40])=[CH:38][C:37]([CH3:41])=[CH:36][C:35]=3[Cl:42])=[CH:26][CH:25]=2)[CH2:14][NH:15][C:16](=[O:22])[O:17][C:18]([CH3:21])([CH3:20])[CH3:19])[CH2:10][CH2:9]1.O[O:63][S:64]([O-:66])=O.[K+]>O>[CH:8]1([N:11]([CH2:44][C:45]2[CH:50]=[C:49]([O:51][CH2:52][CH2:53][CH2:54][S:64]([CH3:1])(=[O:66])=[O:63])[N:48]=[C:47]([CH2:57][CH2:58][CH2:59][O:60][CH3:61])[CH:46]=2)[C:12](=[O:43])[CH:13]([CH2:23][C:24]2[CH:29]=[CH:28][C:27]([O:30][CH2:31][CH2:32][O:33][C:34]3[C:39]([Cl:40])=[CH:38][C:37]([CH3:41])=[CH:36][C:35]=3[Cl:42])=[CH:26][CH:25]=2)[CH2:14][NH:15][C:16](=[O:22])[O:17][C:18]([CH3:19])([CH3:20])[CH3:21])[CH2:9][CH2:10]1 |f:3.4|. Reported procedure: To a 2:1:1 (v/v/v) THF:MeOH:water solution (0.1 M) of tert-butyl (3-[cyclopropyl({2-(3-methoxypropyl)-6-[3-(methylthio)propoxy]pyridin-4-yl]methyl)amino]-2-{4-[2-(2,6-dichloro-4-methylphenoxy)ethoxy]benzyl}-3-oxopropyl)carbamate from Example 100, Step 1 (1 eq.) was added Oxone™ (2.2 eq.) The resulting solution was stirred at RT for 2 h. The reaction was quenched with sat. aq. NaHCO3 and then extracted with EtOAc. The combined organic extracts were washed with brine, dried over Na2SO4, filtered a...